Dataset: the Open Reaction Database (ORD), a public repository of structured organic reaction records. Task: describe an organic reaction: reactants, conditions, products, and yield Reactants: Cl (Hydrochloric acid), C(#N)CC=1N=C(NC1C)C1=CC=CC=C1 (4-cyanomethyl-5-methyl-2-phenylimidazole), C(C)O (ethanol), O (water), [OH-].[Na+] (NaOH). Yields the product C(C)OC(=O)CC=1N=C(NC1C)C1=CC=CC=C1 (4-Ethoxycarbonylmethyl-5-methyl-2-phenylimidazole). As a reaction SMILES: Cl.[C:2]([CH2:4][C:5]1[N:6]=[C:7]([C:11]2[CH:16]=[CH:15][CH:14]=[CH:13][CH:12]=2)[NH:8][C:9]=1[CH3:10])#N.[OH2:17].[OH-].[Na+].[CH2:20]([OH:22])[CH3:21]>>[CH2:20]([O:22][C:2]([CH2:4][C:5]1[N:6]=[C:7]([C:11]2[CH:16]=[CH:15][CH:14]=[CH:13][CH:12]=2)[NH:8][C:9]=1[CH3:10])=[O:17])[CH3:21] |f:3.4|. Reported procedure: Hydrochloric acid in ethanol (35%, 150 ml) was added to 4-cyanomethyl-5-methyl-2-phenylimidazole (20.5 g) and heated to reflux temperature. After 1 h the reaction mixture was poured into water (400 ml) and NaOH was added (pH>8), followed by extraction with dichloromethane (3 times). The combined organic layers were dried over sodium sulfate and evaporated to dryness in vacuo. Reactants: CCO, NS(=O)(=O)c1c(OCC(F)(F)F)cccc1[N+](=O)[O-]. Product: Nc1cccc(OCC(F)(F)F)c1S(N)(=O)=O. As a reaction SMILES: [CH3:20][CH2:21][OH:22].[N+:1]([O-:2])(=[O:3])[c:4]1[c:5]([S:16](=[O:17])(=[O:18])[NH2:19])[c:6]([O:10][CH2:11][C:12]([F:13])([F:14])[F:15])[cH:7][cH:8][cH:9]1>>[NH2:1][c:4]1[c:5]([S:16](=[O:17])(=[O:18])[NH2:19])[c:6]([O:10][CH2:11][C:12]([F:13])([F:14])[F:15])[cH:7][cH:8][cH:9]1. Starting materials: CC(=O)O[BH-](OC(C)=O)OC(C)=O, CC(C)(C)C=O, ClCCCl, CCOc1cc(C(CC(=O)N(C)C)N2Cc3cccc(N)c3C2=O)ccc1OC, [Na+]. The product is CCOc1cc(C(CC(=O)N(C)C)N2Cc3cccc(NCC(C)(C)C)c3C2=O)ccc1OC. As a reaction SMILES: [C:36]([O:37][BH-:38]([O:39][C:40](=[O:41])[CH3:42])[O:43][C:44](=[O:45])[CH3:46])(=[O:47])[CH3:48].[CH3:30][C:31]([CH:32]=[O:33])([CH3:34])[CH3:35].[Cl:50][CH2:51][CH2:52][Cl:53].[NH2:1][c:2]1[cH:3][cH:4][cH:5][c:6]2[c:10]1[C:9](=[O:11])[N:8]([CH:12]([CH2:13][C:14](=[O:15])[N:16]([CH3:17])[CH3:18])[c:19]1[cH:20][c:21]([O:27][CH2:28][CH3:29])[c:22]([O:25][CH3:26])[cH:23][cH:24]1)[CH2:7]2.[Na+:49]>>[NH:1]([c:2]1[cH:3][cH:4][cH:5][c:6]2[c:10]1[C:9](=[O:11])[N:8]([CH:12]([CH2:13][C:14](=[O:15])[N:16]([CH3:17])[CH3:18])[c:19]1[cH:20][c:21]([O:27][CH2:28][CH3:29])[c:22]([O:25][CH3:26])[cH:23][cH:24]1)[CH2:7]2)[CH2:32][C:31]([CH3:30])([CH3:34])[CH3:35]. The reactants are O=C([O-])[O-], C1COCCO1, COB(OC)OC, C[Si](C)(C)CCOCn1cc(I)c2c1ncc1ncc(C3CCCCC3)n12, C1CCC(P(C2CCCCC2)C2CCCCC2)CC1, [Cs+], [Cs+], O=C(C=Cc1ccccc1)C=Cc1ccccc1, O=C(C=Cc1ccccc1)C=Cc1ccccc1, O=C(C=Cc1ccccc1)C=Cc1ccccc1, [Pd], [Pd]. The product is Cc1cn(COCC[Si](C)(C)C)c2ncc3ncc(C4CCCCC4)n3c12. Reaction SMILES: [C:28](=[O:29])([O-:30])[O-:31].[CH2:60]1[O:61][CH2:62][CH2:63][O:64][CH2:65]1.[CH3:53][O:54][B:55]([O:56][CH3:57])[O:58][CH3:59].[CH:1]1([c:7]2[cH:8][n:9][c:10]3[n:11]2[c:12]2[c:13]([n:14][cH:15]3)[n:16]([CH2:20][O:21][CH2:22][CH2:23][Si:24]([CH3:25])([CH3:26])[CH3:27])[cH:17][c:18]2[I:19])[CH2:2][CH2:3][CH2:4][CH2:5][CH2:6]1.[CH:34]1([P:35]([CH:36]2[CH2:37][CH2:38][CH2:39][CH2:40][CH2:41]2)[CH:42]2[CH2:43][CH2:44][CH2:45][CH2:46][CH2:47]2)[CH2:48][CH2:49][CH2:50][CH2:51][CH2:52]1.[Cs+:32].[Cs+:33].[O:104]=[C:105]([CH:106]=[CH:107][c:108]1[cH:109][cH:110][cH:111][cH:112][cH:113]1)[CH:114]=[CH:115][c:116]1[cH:117][cH:118][cH:119][cH:120][cH:121]1.[O:68]=[C:69]([CH:70]=[CH:71][c:72]1[cH:73][cH:74][cH:75][cH:76][cH:77]1)[CH:78]=[CH:79][c:80]1[cH:81][cH:82][cH:83][cH:84][cH:85]1.[O:86]=[C:87]([CH:88]=[CH:89][c:90]1[cH:91][cH:92][cH:93][cH:94][cH:95]1)[CH:96]=[CH:97][c:98]1[cH:99][cH:100][cH:101][cH:102][cH:103]1.[Pd:66].[Pd:67]>>[CH:1]1([c:7]2[cH:8][n:9][c:10]3[n:11]2[c:12]2[c:13]([n:14][cH:15]3)[n:16]([CH2:20][O:21][CH2:22][CH2:23][Si:24]([CH3:25])([CH3:26])[CH3:27])[cH:17][c:18]2[CH3:28])[CH2:2][CH2:3][CH2:4][CH2:5][CH2:6]1.